Task: describe an organic reaction: reactants, conditions, products, and yield. Dataset: the Open Reaction Database (ORD), a public repository of structured organic reaction records Yields the product O=C(O)C=CC(=O)Nc1ccc2ncnc(Nc3cccc(Br)c3)c2c1. RXN SMILES: [NH2:1][c:2]1[cH:3][c:4]2[c:5]([NH:12][c:13]3[cH:14][c:15]([Br:19])[cH:16][cH:17][cH:18]3)[n:6][cH:7][n:8][c:9]2[cH:10][cH:11]1.[O:20]=[C:21]1[O:22][C:23](=[O:24])[CH:25]=[CH:26]1.[O:27]=[CH:28][N:29]([CH3:30])[CH3:31].[OH2:32]>>[NH:1]([c:2]1[cH:3][c:4]2[c:5]([NH:12][c:13]3[cH:14][c:15]([Br:19])[cH:16][cH:17][cH:18]3)[n:6][cH:7][n:8][c:9]2[cH:10][cH:11]1)[C:23](=[O:24])[CH:25]=[CH:26][C:21](=[O:20])[OH:22]. Reactants: Nc1ccc2ncnc(Nc3cccc(Br)c3)c2c1, O=C1C=CC(=O)O1, CN(C)C=O, O.